From a dataset of the Open Reaction Database (ORD), a public repository of structured organic reaction records. describe an organic reaction: reactants, conditions, products, and yield Reaction SMILES: [F:1][C:2]([F:40])([F:39])[C:3]1[CH:4]=[C:5]([CH:32]=[C:33]([C:35]([F:38])([F:37])[F:36])[CH:34]=1)[C:6]([N:8]1[CH2:13][CH2:12][N:11]([CH2:14][C:15]#[C:16][C:17]2[CH:18]=[N:19][CH:20]=[CH:21][CH:22]=2)[CH2:10][CH:9]1[CH2:23][C:24]1[CH:29]=[CH:28][C:27]([CH3:30])=[C:26]([OH:31])[CH:25]=1)=[O:7].[ClH:41]>CO.C(OCC)(=O)C>[ClH:41].[ClH:41].[F:39][C:2]([F:1])([F:40])[C:3]1[CH:4]=[C:5]([CH:32]=[C:33]([C:35]([F:36])([F:37])[F:38])[CH:34]=1)[C:6]([N:8]1[CH2:13][CH2:12][N:11]([CH2:14][C:15]#[C:16][C:17]2[CH:18]=[N:19][CH:20]=[CH:21][CH:22]=2)[CH2:10][CH:9]1[CH2:23][C:24]1[CH:29]=[CH:28][C:27]([CH3:30])=[C:26]([OH:31])[CH:25]=1)=[O:7] |f:4.5.6|. Reported procedure: A solution of 1-[3,5-bis(trifluoromethyl)benzoyl]-2-(3-hydroxy-4-methylbenzyl)-4-[3-(3-pyridyl)-2-propynyl]-piperazine (0.11 g) in methanol (10 ml) was treated with 4N hydrogen chloride in ethyl acetate (1 ml) and the mixture was evaporated under reduced pressure. The residue was triturated with a mixture of dichloromethane and ethyl acetate and the resulting powder was collected by filtration to give 1-[3,5-bis(trifluoromethyl)benzoyl]-2-(3-hydroxy-4-methylbenzyl)-4-[3-(3-pyridyl)-2-propynyl]pi... Yields the product Cl.Cl.FC(C=1C=C(C(=O)N2C(CN(CC2)CC#CC=2C=NC=CC2)CC2=CC(=C(C=C2)C)O)C=C(C1)C(F)(F)F)(F)F (1-[3,5-bis(trifluoromethyl)benzoyl]-2-(3-hydroxy-4-methylbenzyl)-4-[3-(3-pyridyl)-2-propynyl]piperazine dihydrochloride). The reactants are FC(C=1C=C(C(=O)N2C(CN(CC2)CC#CC=2C=NC=CC2)CC2=CC(=C(C=C2)C)O)C=C(C1)C(F)(F)F)(F)F (1-[3,5-bis(trifluoromethyl)benzoyl]-2-(3-hydroxy-4-methylbenzyl)-4-[3-(3-pyridyl)-2-propynyl]-piperazine), Cl (hydrogen chloride). Run in CO (methanol), C(C)(=O)OCC (ethyl acetate).